Task: describe an organic reaction: reactants, conditions, products, and yield. Dataset: the Open Reaction Database (ORD), a public repository of structured organic reaction records Conditions: time 15 hour. Solvent: C(C)O (ethanol). Procedure: A mixture of diethyl 2-methyl-2-(pent-4-ynyl)malonate (11 g) and potassium hydroxide (15 g) in 95% ethanol (150 ml) was heated to reflux for 4 hours and then stood at room temperature for 15 hours. The bulk of the solvent was removed in vacuo and the residue was taken up in water. The resulting aqueous phase was washed with dichloromethane before acidification to pH 1 with concentrated hydrochloric acid and further extraction with fresh dichloromethane. These organic extracts were washed with br... Starting materials: CC(C(=O)OCC)(C(=O)OCC)CCCC#C (diethyl 2-methyl-2-(pent-4-ynyl)malonate), [OH-].[K+] (potassium hydroxide). Yields the product CC(C(=O)O)(C(=O)O)CCCC#C (2-Methyl-2-(pent-4-ynyl)malonic acid), solid. Reaction SMILES: [CH3:1][C:2]([CH2:13][CH2:14][CH2:15][C:16]#[CH:17])([C:8]([O:10]CC)=[O:9])[C:3]([O:5]CC)=[O:4].[OH-].[K+]>C(O)C>[CH3:1][C:2]([CH2:13][CH2:14][CH2:15][C:16]#[CH:17])([C:3]([OH:5])=[O:4])[C:8]([OH:10])=[O:9] |f:1.2|. The reactants are COC([C@@H](C1=CC=CC=C1)N1CN(C2(C1=O)CCN(CC2)C(=O)OC(C)(C)C)C2=CC=CC=C2)=O ((R)-tert-butyl 3-(2-methoxy-2-oxo-1-phenylethyl)-4-oxo-1-phenyl-1,3,8-triazaspiro[4.5]decane-8-carboxylate), Cl (hydrogen chloride). Solvent: O1CCOCC1 (dioxane). Yields the product hydrogen chloride salt, O=C1N(CN(C12CCNCC2)C2=CC=CC=C2)[C@@H](C(=O)OC)C2=CC=CC=C2 ((R)-methyl 2-(4-oxo-1-phenyl-1,3,8-triazaspiro[4.5]decan-3-yl)-2-phenylacetate). Isolated yield 108.8%. As a reaction SMILES: [CH3:1][O:2][C:3](=[O:35])[C@H:4]([N:11]1[C:15](=[O:16])[C:14]2([CH2:21][CH2:20][N:19](C(OC(C)(C)C)=O)[CH2:18][CH2:17]2)[N:13]([C:29]2[CH:34]=[CH:33][CH:32]=[CH:31][CH:30]=2)[CH2:12]1)[C:5]1[CH:10]=[CH:9][CH:8]=[CH:7][CH:6]=1.Cl>O1CCOCC1>[O:16]=[C:15]1[C:14]2([CH2:17][CH2:18][NH:19][CH2:20][CH2:21]2)[N:13]([C:29]2[CH:34]=[CH:33][CH:32]=[CH:31][CH:30]=2)[CH2:12][N:11]1[C@H:4]([C:5]1[CH:6]=[CH:7][CH:8]=[CH:9][CH:10]=1)[C:3]([O:2][CH3:1])=[O:35]. Reported procedure: Deprotection of (R)-tert-butyl 3-(2-methoxy-2-oxo-1-phenylethyl)-4-oxo-1-phenyl-1,3,8-triazaspiro[4.5]decane-8-carboxylate (410 mg, 0.86 mmol, 1 equiv) was accomplished in 3 hours in the presence of 4M hydrogen chloride solution in dioxane at ambient temperature. The resulting mixture was concentrated and dried in vacuo to afford the hydrogen chloride salt of the title compound as a white solid (355 mg, quant); 1H NMR (400 MHz, DMSO-d6): δ 1.83 (d, 2H, J=14.0 Hz), 2.66-2.74 (m, 2H); 3.44-3.51 (m...